Task: describe an organic reaction: reactants, conditions, products, and yield. Dataset: the Open Reaction Database (ORD), a public repository of structured organic reaction records Starting materials: CC1=C(C=C(C=C1)C=1OC(=NN1)C)C1=CC=C(C=C1)C(=O)O (2′-Methyl-5′-(5-methyl-1,3,4-oxadiazol-2-yl)-1,1′-biphenyl-4-carboxylic acid), C=1C=CC2=C(C1)N=NN2O (HOBT), Cl.CN(CCCN=C=NCC)C (1-(3-dimethylaminopropyl)-3-ethyl carbodiimide hydrochloride), NCCC1=CC2=C(OCCO2)C=C1 (6-(2-aminoethyl)-1,4-benzodioxan). Solvent: CN(C)C=O (DMF). Run at time 18 hour. Product: C1OC=2C=C(C=CC2OC1)CCNC(=O)C1=CC=C(C=C1)C1=C(C=CC(=C1)C=1OC(=NN1)C)C (N-[2-(3,4-ethylenedioxyphenyl)ethyl]-2′-methyl-5′-(5-methyl-1,3,4-oxadiazol-2-yl)-1,1′-biphenyl-4-carboxamide). RXN SMILES: [CH3:1][C:2]1[CH:7]=[CH:6][C:5]([C:8]2[O:9][C:10]([CH3:13])=[N:11][N:12]=2)=[CH:4][C:3]=1[C:14]1[CH:19]=[CH:18][C:17]([C:20]([OH:22])=O)=[CH:16][CH:15]=1.C1C=CC2N(O)N=NC=2C=1.Cl.CN(C)CCCN=C=NCC.[NH2:45][CH2:46][CH2:47][C:48]1[CH:57]=[CH:56][C:51]2[O:52][CH2:53][CH2:54][O:55][C:50]=2[CH:49]=1>CN(C=O)C>[CH2:54]1[CH2:53][O:52][C:51]2[CH:56]=[CH:57][C:48]([CH2:47][CH2:46][NH:45][C:20]([C:17]3[CH:16]=[CH:15][C:14]([C:3]4[CH:4]=[C:5]([C:8]5[O:9][C:10]([CH3:13])=[N:11][N:12]=5)[CH:6]=[CH:7][C:2]=4[CH3:1])=[CH:19][CH:18]=3)=[O:22])=[CH:49][C:50]=2[O:55]1 |f:2.3|. Procedure: 2′-Methyl-5′-(5-methyl-1,3,4-oxadiazol-2-yl)-1,1′-biphenyl-4-carboxylic acid (11.3 mg, 0.034 mmol), HOBT (6.0 mg, 0.044 mmol), 1-(3-dimethylaminopropyl)-3-ethyl carbodiimide hydrochloride (8.0 mg, 0.042 mmol) and 6-(2-aminoethyl)-1,4-benzodioxan (0.34 mmol) were mixed in DMF (0.7 ml) and the reaction left at room temperature for 18 h. The DMF was evaporated under vacuum and the residue partitioned between DCM (0.4 ml) and water (0.4 ml). The organic phase was washed with aqueous sodium hydroxide... Reactants: OC1=CC=2N(C=C1)C=C(N2)C(=O)NC2CCN(CC2)C(=O)OC(C)(C)C (tert-butyl 4-(7-hydroxyimidazo[1,2-a]pyridine-2-carboxamido)piperidine-1-carboxylate), N(=NC(=O)OC(C)C)C(=O)OC(C)C (diisopropyl azodicarboxylate), FC(C1=CC=C(C=C1)N1CCC(CC1)O)(F)F (1-(4-(trifluoromethyl)phenyl)-piperidin-4-ol), C1(=CC=CC=C1)P(C1=CC=CC=C1)C1=CC=CC=C1 (triphenylphosphine). Solvent: C1(=CC=CC=C1)C (toluene). Run at time 8 hour. Yields the product FC(C1=CC=C(C=C1)N1CCC(CC1)OC1=CC=2N(C=C1)C=C(N2)C(=O)NC2CCN(CC2)C(=O)OC(C)(C)C)(F)F (tert-butyl 4-(7-(1-(4-(trifluoromethyl)phenyl)piperidin-4-yloxy)imidazo[1,2-a]pyridine-2-carboxamido)piperidine-1-carboxylate). The yield is 44.2%. As a reaction SMILES: [OH:1][C:2]1[CH:7]=[CH:6][N:5]2[CH:8]=[C:9]([C:11]([NH:13][CH:14]3[CH2:19][CH2:18][N:17]([C:20]([O:22][C:23]([CH3:26])([CH3:25])[CH3:24])=[O:21])[CH2:16][CH2:15]3)=[O:12])[N:10]=[C:4]2[CH:3]=1.N(C(OC(C)C)=O)=NC(OC(C)C)=O.[F:41][C:42]([F:57])([F:56])[C:43]1[CH:48]=[CH:47][C:46]([N:49]2[CH2:54][CH2:53][CH:52](O)[CH2:51][CH2:50]2)=[CH:45][CH:44]=1.C1(P(C2C=CC=CC=2)C2C=CC=CC=2)C=CC=CC=1>C1(C)C=CC=CC=1>[F:57][C:42]([F:41])([F:56])[C:43]1[CH:44]=[CH:45][C:46]([N:49]2[CH2:54][CH2:53][CH:52]([O:1][C:2]3[CH:7]=[CH:6][N:5]4[CH:8]=[C:9]([C:11]([NH:13][CH:14]5[CH2:15][CH2:16][N:17]([C:20]([O:22][C:23]([CH3:26])([CH3:25])[CH3:24])=[O:21])[CH2:18][CH2:19]5)=[O:12])[N:10]=[C:4]4[CH:3]=3)[CH2:51][CH2:50]2)=[CH:47][CH:48]=1. Procedure details: To a stirred solution of tert-butyl 4-(7-hydroxyimidazo[1,2-a]pyridine-2-carboxamido)piperidine-1-carboxylate (0.18 g, 0.50 mmol) in toluene (4 mL) at room temperature was added diisopropyl azodicarboxylate (0.12 g, 0.6 mmol), 1-(4-(trifluoromethyl)phenyl)-piperidin-4-ol (0.12 g, 0.5 mmol), and triphenylphosphine (0.16 g, 0.6 mmol). The mixture was stirred at room temperature overnight and then concentrated under reduced pressure. The residue obtained was purified by flash chromatography (silica... The reactants are CCOC(=O)C1CCC(c2cccc(OC)n2)CC1, CN(C)C=O, O=P(Cl)(Cl)Cl. Product: CCOC(=O)C1CCC(c2cccc(Cl)n2)CC1. As a reaction SMILES: [CH2:1]([CH3:2])[O:3][C:4](=[O:5])[CH:6]1[CH2:7][CH2:8][CH:9]([c:12]2[n:13][c:14]([O:18][CH3:19])[cH:15][cH:16][cH:17]2)[CH2:10][CH2:11]1.[CH3:25][N:26]([CH3:27])[CH:28]=[O:29].[P:20]([Cl:21])([Cl:22])([Cl:23])=[O:24]>>[CH2:1]([CH3:2])[O:3][C:4](=[O:5])[CH:6]1[CH2:7][CH2:8][CH:9]([c:12]2[n:13][c:14]([Cl:22])[cH:15][cH:16][cH:17]2)[CH2:10][CH2:11]1. Reactants: [BH4-], CO, [Na+], COc1ccccc1C1(C(=O)CN2CCCC(COc3ccc4c(c3)OCO4)C2)CCC1. The product is COc1ccccc1C1(C(O)CN2CCCC(COc3ccc4c(c3)OCO4)C2)CCC1. Reaction SMILES: [BH4-:1].[CH3:35][OH:36].[Na+:2].[O:3]1[CH2:4][O:5][c:6]2[c:7]1[cH:8][cH:9][c:10]([O:12][CH2:13][CH:14]1[CH2:15][N:16]([CH2:20][C:21](=[O:22])[C:23]3([c:27]4[c:28]([O:33][CH3:34])[cH:29][cH:30][cH:31][cH:32]4)[CH2:24][CH2:25][CH2:26]3)[CH2:17][CH2:18][CH2:19]1)[cH:11]2>>[O:3]1[CH2:4][O:5][c:6]2[c:7]1[cH:8][cH:9][c:10]([O:12][CH2:13][CH:14]1[CH2:15][N:16]([CH2:20][CH:21]([OH:22])[C:23]3([c:27]4[c:28]([O:33][CH3:34])[cH:29][cH:30][cH:31][cH:32]4)[CH2:24][CH2:25][CH2:26]3)[CH2:17][CH2:18][CH2:19]1)[cH:11]2. Reactants: [Li]CCCC (nBuLi), FC1=CC=C(C=C1)N1N=CC2=CC(=CC=C12)I (1-(4-Fluorophenyl)-5-iodo-1H-indazole), C1(CCCCC1)=O (cyclohexanone). Procedure details: 1-(4-Fluorophenyl)-5-iodo-1H-indazole (2.0 g, 5.9 mmol) was dissolved in dry THF (30 mL), cooled to −78° C., and treated with nBuLi (4 mL, 1.6 M in hexanes, 6.5 mmol). After 1 h, cyclohexanone (919 uL, 8.88 mmol) was added all at once and the reaction was allowed to warm to rt. The crude reaction was extracted from water using EtOAc and the combined organic layers were dried with MgSO4, concentrated in vacuo, filtered, and chromatographed on a SiO2 MPLC column using 25% EtOAc in hexanes. Obtaine... Conditions: temperature -78 celsius, time 1 hour. Yield: 38.2%. As a reaction SMILES: [F:1][C:2]1[CH:7]=[CH:6][C:5]([N:8]2[C:16]3[C:11](=[CH:12][C:13](I)=[CH:14][CH:15]=3)[CH:10]=[N:9]2)=[CH:4][CH:3]=1.[Li]CCCC.[C:23]1(=[O:29])[CH2:28][CH2:27][CH2:26][CH2:25][CH2:24]1>C1COCC1>[F:1][C:2]1[CH:7]=[CH:6][C:5]([N:8]2[C:16]3[C:11](=[CH:12][C:13]([C:23]4([OH:29])[CH2:28][CH2:27][CH2:26][CH2:25][CH2:24]4)=[CH:14][CH:15]=3)[CH:10]=[N:9]2)=[CH:4][CH:3]=1. The product is FC1=CC=C(C=C1)N1N=CC2=CC(=CC=C12)C1(CCCCC1)O (1-(1-(4-fluorophenyl)-1H-indazol-5-yl)cyclohexanol). The solvent is C1CCOC1 (THF). Starting materials: ClC1=C(OC=2C(=NC=CC2)OCC(=O)OC)C=C(C(=C1)F)N1C(NC(=CC1=O)C(F)(F)F)=O (methyl [3-{2-chloro-4-fluoro-5-[2,6-dioxo-4-(trifluoromethyl)-1,2,3,6-tetrahydropyrimidin-1-yl]phenoxy}-2-pyridyloxy]acetate), C([O-])([O-])=O.[K+].[K+] (potassium carbonate), CI (methyl iodide), CI (methyl iodide). Run in C(C)#N (acetonitrile). Conditions: time 1.5 hour. The product is ClC1=C(OC=2C(=NC=CC2)OCC(=O)OC)C=C(C(=C1)F)N1C(N(C(=CC1=O)C(F)(F)F)C)=O (methyl [3-{2-chloro-4-fluoro-5-[3-methyl-2,6-dioxo-4-(trifluoromethyl)-1,2,3,6-tetrahydropyrimidin-1-yl]phenoxy}-2-pyridyloxy]acetate). Yield: 94.3%. As a reaction SMILES: [Cl:1][C:2]1[CH:20]=[C:19]([F:21])[C:18]([N:22]2[C:27](=[O:28])[CH:26]=[C:25]([C:29]([F:32])([F:31])[F:30])[NH:24][C:23]2=[O:33])=[CH:17][C:3]=1[O:4][C:5]1[C:6]([O:11][CH2:12][C:13]([O:15][CH3:16])=[O:14])=[N:7][CH:8]=[CH:9][CH:10]=1.[C:34](=O)([O-])[O-].[K+].[K+].CI>C(#N)C>[Cl:1][C:2]1[CH:20]=[C:19]([F:21])[C:18]([N:22]2[C:27](=[O:28])[CH:26]=[C:25]([C:29]([F:32])([F:31])[F:30])[N:24]([CH3:34])[C:23]2=[O:33])=[CH:17][C:3]=1[O:4][C:5]1[C:6]([O:11][CH2:12][C:13]([O:15][CH3:16])=[O:14])=[N:7][CH:8]=[CH:9][CH:10]=1 |f:1.2.3|. Procedure details: To a mixture of 0.10 g of methyl [3-{2-chloro-4-fluoro-5-[2,6-dioxo-4-(trifluoromethyl)-1,2,3,6-tetrahydropyrimidin-1-yl]phenoxy}-2-pyridyloxy]acetate, 1 ml of acetonitrile, and 31 mg of potassium carbonate was added 32 mg of methyl iodide, and the mixture was stirred at room temperature for 1.5 hours. Then, 64 mg of methyl iodide was added, and the mixture was stirred at 50° C. for 1 hour. The mixture was filtered, and the filtrate was concentrated under reduced pressure. The residue was subjec... Reactants: BrCC1(CBr)CCC1, O=C([O-])[O-], CC#N, [K+], [K+], NCCO. Yields the product OCCN1CC2(CCC2)C1. RXN SMILES: [Br:1][CH2:2][C:3]1([CH2:7][Br:8])[CH2:4][CH2:5][CH2:6]1.[C:9](=[O:10])([O-:11])[O-:12].[CH3:19][C:20]#[N:21].[K+:13].[K+:14].[NH2:15][CH2:16][CH2:17][OH:18]>>[CH2:2]1[C:3]2([CH2:4][CH2:5][CH2:6]2)[CH2:7][N:15]1[CH2:16][CH2:17][OH:18].